From a dataset of the Open Reaction Database (ORD), a public repository of structured organic reaction records. describe an organic reaction: reactants, conditions, products, and yield Reactants: [Li]CCCC, CCCCCC, [Cl-], ClC[P+](c1ccccc1)(c1ccccc1)c1ccccc1, COC(=O)c1ccc2c(c1)CCC(=O)CO2, C1CCOC1, O. The product is COC(=O)c1ccc2c(c1)CCC(=CCl)CO2. Reaction SMILES: [CH2:1]([Li:2])[CH2:3][CH2:4][CH3:5].[CH3:45][CH2:46][CH2:47][CH2:48][CH2:49][CH3:50].[Cl-:6].[Cl:7][CH2:8][P+:9]([c:10]1[cH:11][cH:12][cH:13][cH:14][cH:15]1)([c:16]1[cH:17][cH:18][cH:19][cH:20][cH:21]1)[c:22]1[cH:23][cH:24][cH:25][cH:26][cH:27]1.[O:28]=[C:29]1[CH2:30][O:31][c:32]2[c:33]([cH:36][c:37]([C:40](=[O:41])[O:42][CH3:43])[cH:38][cH:39]2)[CH2:34][CH2:35]1.[O:51]1[CH2:52][CH2:53][CH2:54][CH2:55]1.[OH2:44]>>[Cl:7][CH:8]=[C:29]1[CH2:30][O:31][c:32]2[c:33]([cH:36][c:37]([C:40](=[O:41])[O:42][CH3:43])[cH:38][cH:39]2)[CH2:34][CH2:35]1. The reactants are CC(C)(C)OC(=O)N1CCC(COCc2cc(C(N)=O)cc(-c3ccc(F)cc3)c2)(c2ccccc2)CC1, O=C(OC(=O)C(F)(F)F)C(F)(F)F, c1ccncc1. Yields the product CC(C)(C)OC(=O)N1CCC(COCc2cc(C#N)cc(-c3ccc(F)cc3)c2)(c2ccccc2)CC1. As a reaction SMILES: [C:1]([NH2:2])(=[O:3])[c:4]1[cH:5][c:6]([CH2:17][O:18][CH2:19][C:20]2([c:33]3[cH:34][cH:35][cH:36][cH:37][cH:38]3)[CH2:21][CH2:22][N:23]([C:26](=[O:27])[O:28][C:29]([CH3:30])([CH3:31])[CH3:32])[CH2:24][CH2:25]2)[cH:7][c:8](-[c:10]2[cH:11][cH:12][c:13]([F:16])[cH:14][cH:15]2)[cH:9]1.[F:39][C:40]([F:41])([F:42])[C:43]([O:44][C:45](=[O:46])[C:47]([F:48])([F:49])[F:50])=[O:51].[cH:52]1[cH:53][cH:54][n:55][cH:56][cH:57]1>>[C:1](#[N:2])[c:4]1[cH:5][c:6]([CH2:17][O:18][CH2:19][C:20]2([c:33]3[cH:34][cH:35][cH:36][cH:37][cH:38]3)[CH2:21][CH2:22][N:23]([C:26](=[O:27])[O:28][C:29]([CH3:30])([CH3:31])[CH3:32])[CH2:24][CH2:25]2)[cH:7][c:8](-[c:10]2[cH:11][cH:12][c:13]([F:16])[cH:14][cH:15]2)[cH:9]1. Reaction SMILES: [NH:1]1[C:9]2[C:4](=[CH:5][C:6]([N:10]3[C:14]4[CH:15]=[CH:16][C:17]([CH3:19])=[CH:18][C:13]=4[N:12]=[CH:11]3)=[CH:7][CH:8]=2)[CH:3]=[CH:2]1.C([Mg]Br)C.CCOCC.[C:29](Cl)(=[O:36])[C:30]1[CH:35]=[CH:34][CH:33]=[CH:32][CH:31]=1.C(=O)([O-])O.[Na+]>C1C=CC=CC=1>[C:29]([C:3]1[C:4]2[C:9](=[CH:8][CH:7]=[C:6]([N:10]3[C:14]4[CH:15]=[CH:16][C:17]([CH3:19])=[CH:18][C:13]=4[N:12]=[CH:11]3)[CH:5]=2)[NH:1][CH:2]=1)(=[O:36])[C:30]1[CH:35]=[CH:34][CH:33]=[CH:32][CH:31]=1 |f:4.5|. Product: C(C1=CC=CC=C1)(=O)C1=CNC2=CC=C(C=C12)N1C=NC2=C1C=CC(=C2)C (1-(3-Benzoylindol-5-yl)-5-methylbenzimidazole). The solvent is C1=CC=CC=C1 (benzene). The reactants are N1C=CC2=CC(=CC=C12)N1C=NC2=C1C=CC(=C2)C (1-(indol-5-yl)-5-methylbenzimidazole), C(C)[Mg]Br (ethyl magnesium bromide), CCOCC (ether), C(C1=CC=CC=C1)(=O)Cl (benzoyl chloride), C(O)([O-])=O.[Na+] (sodium hydrogen carbonate). Conditions: temperature 0 celsius, time 30 minute. Yield: 6.6%. Procedure: To a stirred solution of 1-(indol-5-yl)-5-methylbenzimidazole (1.00 g, 4.04 mmol, 2.0 equivalents) in anhydrous benzene (10 mL) at 0° C. under nitrogen was added a solution of ethyl magnesium bromide in ether (3.0M, 1.33 mL, 4.00 mmol, 2.0 equivalents) dropwise, and the resulting reaction solution was stirred at 0° C. under nitrogen for 30 minutes. Then, benzoyl chloride (0.23 mL, 1.98 mmol) was added dropwise rapidly to the reaction solution, and the resulting mixture was stirred at room temper... Starting materials: N1CCC(C(=O)N)CC1 (isonipecotamide), BrC=1C=C2C=NN=C(C2=CC1)Cl (6-bromo-1-chlorophthalazine), C([O-])([O-])=O.[K+].[K+] (potassium carbonate). The solvent is C(C)#N (acetonitrile). The product is BrC=1C=C2C=NN=C(C2=CC1)N1CCC(CC1)C(=O)N (1-(6-bromophthalazin-1-yl)piperidine-4-carboxamide). The yield is 92.7%. RXN SMILES: [NH:1]1[CH2:9][CH2:8][CH:4]([C:5]([NH2:7])=[O:6])[CH2:3][CH2:2]1.[Br:10][C:11]1[CH:12]=[C:13]2[C:18](=[CH:19][CH:20]=1)[C:17](Cl)=[N:16][N:15]=[CH:14]2.C(=O)([O-])[O-].[K+].[K+]>C(#N)C>[Br:10][C:11]1[CH:12]=[C:13]2[C:18](=[CH:19][CH:20]=1)[C:17]([N:1]1[CH2:9][CH2:8][CH:4]([C:5]([NH2:7])=[O:6])[CH2:3][CH2:2]1)=[N:16][N:15]=[CH:14]2 |f:2.3.4|. Procedure details: A mixture of the isonipecotamide (71 mg, 554 μmol), 6-bromo-1-chlorophthalazine (Example 1, 90 mg, 370 μmol) and potassium carbonate (51 mg, 370 μmol) in 5 mL acetonitrile was added to a glass microwave reaction vessel. The reaction mixture was stirred and heated in a Smith Synthesizes microwave reactor (Personal Chemistry, Inc., Upssala, Sweden) at 190° C. for about 20 min. at which the starting material was consumed, by TLC, to form product (M+1=335, 337). The mixture was concentrated and puri...